This data is from the Open Reaction Database (ORD), a public repository of structured organic reaction records. The task is: describe an organic reaction: reactants, conditions, products, and yield Starting materials: Cl (hydrochloric acid), CC1=CC=C(C(C(=O)OC)=C1)O (methyl 5-methylsalicylate), [OH-].[Na+] (sodium hydroxide), CC1=CC=C(C(C(=O)OC)=C1)O (methyl 5-methylsalicylate), C(C1=CC=CC=C1)Cl (benzyl chloride), C([O-])([O-])=O.[K+].[K+] (potassium carbonate). The solvent is O (water), O (water), S1(=O)(=O)CCCC1 (sulpholane). Product: C(C1=CC=CC=C1)OC1=C(C(=O)O)C=C(C=C1)C (2-benzyloxy-5-methylbenzoic acid). Yield: 21.0%. As a reaction SMILES: [CH3:1][C:2]1[CH:11]=[C:6]([C:7]([O:9]C)=[O:8])[C:5]([OH:12])=[CH:4][CH:3]=1.[CH2:13](Cl)[C:14]1[CH:19]=[CH:18][CH:17]=[CH:16][CH:15]=1.C(=O)([O-])[O-].[K+].[K+].[OH-].[Na+].Cl>S1(CCCC1)(=O)=O.O>[CH2:13]([O:12][C:5]1[CH:4]=[CH:3][C:2]([CH3:1])=[CH:11][C:6]=1[C:7]([OH:9])=[O:8])[C:14]1[CH:19]=[CH:18][CH:17]=[CH:16][CH:15]=1 |f:2.3.4,5.6|. Procedure details: 5-Methylsalicylic acid was reacted with methanol and sulphuric acid by the general method of Brunner (Monatsh. 1913, 34, 916) to give methyl 5-methylsalicylate, b.p. 115°-116° C./10 mmHg. This ester (12.0 g) was heated together with benzyl chloride (9.1 g) and anhydrous potassium carbonate (5.0 g) in dry sulpholane (90 ml) at 100° C. for 22 hours. The mixture was then poured into a mixture of ice and water (1200 ml) to give crude methyl 2-benzyloxy-5-methylbenzoate (17.6 g). This ester (4.3 g) w...